Dataset: the Open Reaction Database (ORD), a public repository of structured organic reaction records. Task: describe an organic reaction: reactants, conditions, products, and yield The reactants are ClCCCCC(=O)C1=CC=2CC3=CC(=CC=C3C2C=C1)C(CCCCCl)=O (2,7-bis(5-chlorovaleryl)fluorene), C(C1=CC=CC=C1)C1CCNCC1 (4-benzylpiperidine). Yields the product C(C1=CC=CC=C1)C1CCN(CC1)CCCCC(=O)C1=CC=2CC3=CC(=CC=C3C2C=C1)C(CCCCN1CCC(CC1)CC1=CC=CC=C1)=O (2,7-bis[5-(4-benzylpiperidino)valeryl]fluorene). RXN SMILES: Cl[CH2:2][CH2:3][CH2:4][CH2:5][C:6]([C:8]1[CH:20]=[CH:19][C:18]2[C:17]3[C:12](=[CH:13][C:14]([C:21](=[O:27])[CH2:22][CH2:23][CH2:24][CH2:25]Cl)=[CH:15][CH:16]=3)[CH2:11][C:10]=2[CH:9]=1)=[O:7].[CH2:28]([CH:35]1[CH2:40][CH2:39][NH:38][CH2:37][CH2:36]1)[C:29]1[CH:34]=[CH:33][CH:32]=[CH:31][CH:30]=1>>[CH2:28]([CH:35]1[CH2:40][CH2:39][N:38]([CH2:2][CH2:3][CH2:4][CH2:5][C:6]([C:8]2[CH:20]=[CH:19][C:18]3[C:17]4[C:12](=[CH:13][C:14]([C:21](=[O:27])[CH2:22][CH2:23][CH2:24][CH2:25][N:38]5[CH2:39][CH2:40][CH:35]([CH2:28][C:29]6[CH:34]=[CH:33][CH:32]=[CH:31][CH:30]=6)[CH2:36][CH2:37]5)=[CH:15][CH:16]=4)[CH2:11][C:10]=3[CH:9]=2)=[O:7])[CH2:37][CH2:36]1)[C:29]1[CH:34]=[CH:33][CH:32]=[CH:31][CH:30]=1. Reported procedure: Following the procedure of Example 7, 20.2g (0.05 mole) of 2,7-bis(5-chlorovaleryl)fluorene, prepared in Example 2, and 70.0g (0.4 mole) of 4-benzylpiperidine were reacted to give the desired product which was recrystallized three times from chloroform-acetone. M.P. 147°-149° C, λmaxEtOH 329, E1cm1% 577. The reactants are COC(=O)C1=CC2=C(S1)C=CC(=C2)OC2CCN(CC2)C(C)C (5-(1-isopropyl-piperidin-4-yloxy)-benzo[b]thiophene-2-carboxylic acid methyl ester), [OH-].[Na+] (NaOH), Cl (HCl). The solvent is C1CCOC1.C(C)O (THF ethanol). Run at time 2 hour. The product is C(C)(C)N1CCC(CC1)OC1=CC2=C(SC(=C2)C(=O)O)C=C1 (5-(1-Isopropyl-piperidin-4-yloxy)-benzo[b]thiophene-2-carboxylic acid). Isolated yield 120.3%. As a reaction SMILES: C[O:2][C:3]([C:5]1[S:9][C:8]2[CH:10]=[CH:11][C:12]([O:14][CH:15]3[CH2:20][CH2:19][N:18]([CH:21]([CH3:23])[CH3:22])[CH2:17][CH2:16]3)=[CH:13][C:7]=2[CH:6]=1)=[O:4].[OH-].[Na+].Cl>C1COCC1.C(O)C>[CH:21]([N:18]1[CH2:19][CH2:20][CH:15]([O:14][C:12]2[CH:11]=[CH:10][C:8]3[S:9][C:5]([C:3]([OH:4])=[O:2])=[CH:6][C:7]=3[CH:13]=2)[CH2:16][CH2:17]1)([CH3:23])[CH3:22] |f:1.2,4.5|. Procedure details: The above prepared 5-(1-isopropyl-piperidin-4-yloxy)-benzo[b]thiophene-2-carboxylic acid methyl ester (0.222 g, 0.666 mmol) was dissolved in 1.3 mL of THF/ethanol=1/1 and treated with 0.333 mL of aq. NaOH (3M, 1.5 eq.). The mixture was stirred for 2 h at ambient temperature and was then neutralized by adding 0.50 mL of 2M HCl (1.5 eq.). Careful evaporation of all solvents, trituration in diethyl ether, and drying afforded then 0.256 g of the title compound as white solid, contaminated with innoc... Reactants: C(C)OC(C)=O (ethylacetate), C1CCC2=NCCCN2CC1 (DBU), BrC=1C=CC2=C(OCCC3=C2SC(=C3)C(=O)N(C)C3=C(C=CC=C3)Cl)C1 (8-bromo-N-(2-chlorophenyl)-N-methyl-4,5-dihydrobenzo[b]thieno[2,3-d]oxepine-2-carboxamide), Mo(CO)6, palladacycle, F[B-](F)(F)F.C(C)(C)(C)[PH+](C(C)(C)C)C(C)(C)C (tri-tert-butylphosphonium tetrafluoroborate). Run in CO (methanol), C1CCOC1 (THF). Run at temperature 110 celsius. Product: ClC1=C(C=CC=C1)N(C(=O)C1=CC2=C(C3=C(OCC2)C=C(C=C3)C(=O)OC)S1)C (methyl 2-((2-chlorophenyl)(methyl)carbamoyl)-4,5-dihydrobenzo[b]thieno[2,3-d]oxepine-8-carboxylate). Reaction SMILES: Br[C:2]1[CH:3]=[CH:4][C:5]2[C:11]3[S:12][C:13]([C:15]([N:17]([C:19]4[CH:24]=[CH:23][CH:22]=[CH:21][C:20]=4[Cl:25])[CH3:18])=[O:16])=[CH:14][C:10]=3[CH2:9][CH2:8][O:7][C:6]=2[CH:26]=1.F[B-](F)(F)F.C([PH+](C(C)(C)C)C(C)(C)C)(C)(C)C.C1CCN2C(=NCCC2)CC1.[CH2:56]([O:58][C:59](=[O:61])C)C>CO.C1COCC1>[Cl:25][C:20]1[CH:21]=[CH:22][CH:23]=[CH:24][C:19]=1[N:17]([CH3:18])[C:15]([C:13]1[S:12][C:11]2[C:5]3[CH:4]=[CH:3][C:2]([C:59]([O:58][CH3:56])=[O:61])=[CH:26][C:6]=3[O:7][CH2:8][CH2:9][C:10]=2[CH:14]=1)=[O:16] |f:1.2|. Reported procedure: Alternatively, a suspension of 8-bromo-N-(2-chlorophenyl)-N-methyl-4,5-dihydrobenzo[b]thieno[2,3-d]oxepine-2-carboxamide 150 (113 mg, 0.25 mmol), Mo(CO)6 (66 mg, 0.25 mmol), Hermann's palladacycle (trans-di(mu-acetato)bis[o-(di-o-tolylphosphino)benzyl]dipalladium (II), 23 mg) and tri-tert-butylphosphonium tetrafluoroborate (15 mg) in methanol (0.8 mL) and THF (0.8 mL) in a 10 mL microwave vial was treated with DBU (0.11 mL, 0.75 mmol) and immediately sealed. The whole was heated in a microwave a... The product is COC1=CC=CC=2CCC(=CC12)C[N+](=O)[O-] (1-Methoxy-5,6-dihydro-7-nitromethyl-naphthalene). Starting materials: COC=1C=CC=C2CCC(CC12)=O (8-methoxy-2-tetralone), [N+](=O)([O-])C (nitromethane). RXN SMILES: [CH3:1][O:2][C:3]1[CH:4]=[CH:5][CH:6]=[C:7]2[C:12]=1[CH2:11][C:10](=O)[CH2:9][CH2:8]2.[N+:14]([CH3:17])([O-:16])=[O:15]>C(N)CN>[CH3:1][O:2][C:3]1[C:12]2[CH:11]=[C:10]([CH2:17][N+:14]([O-:16])=[O:15])[CH2:9][CH2:8][C:7]=2[CH:6]=[CH:5][CH:4]=1. Procedure: 44.1 g of 8-methoxy-2-tetralone (0.25 mol) are stirred at 70° C. under argon for 3 h in 402 ml of nitromethane (7.50 mol) and 2.5 ml of ethylenediamine. After the mixture has cooled to room temperature, a yellow crystallisate is filtered off with suction. The nitromethane is distilled off from the solution in vacuo. The residue is dissolved in 500 ml of toluene. The solvent is again distilled off in vacuo in order to remove nitromethane residues. The residue is then dissolved in 200 ml of toluen... The solvent is C(CN)N (ethylenediamine). Reactants: CC(C)(C)OC(=O)N1CCCC1COc1cc(N)ccc1Cl, CS(=O)(=O)c1cccc(-c2ccc3cnc(O)nn23)c1. Yields the product CC(C)(C)OC(=O)N1CCCC1COc1cc(Nc2ncc3ccc(-c4cccc(S(C)(=O)=O)c4)n3n2)ccc1Cl. As a reaction SMILES: [C:1]([CH3:2])([CH3:3])([CH3:4])[O:5][C:6](=[O:7])[N:8]1[CH:9]([CH2:13][O:14][c:15]2[c:16]([Cl:22])[cH:17][cH:18][c:19]([NH2:21])[cH:20]2)[CH2:10][CH2:11][CH2:12]1.[CH3:23][S:24](=[O:25])(=[O:26])[c:27]1[cH:28][c:29](-[c:33]2[cH:34][cH:35][c:36]3[cH:37][n:38][c:39]([OH:42])[n:40][n:41]23)[cH:30][cH:31][cH:32]1>>[C:1]([CH3:2])([CH3:3])([CH3:4])[O:5][C:6](=[O:7])[N:8]1[CH:9]([CH2:13][O:14][c:15]2[c:16]([Cl:22])[cH:17][cH:18][c:19]([NH:21][c:39]3[n:38][cH:37][c:36]4[cH:35][cH:34][c:33](-[c:29]5[cH:28][c:27]([S:24]([CH3:23])(=[O:25])=[O:26])[cH:32][cH:31][cH:30]5)[n:41]4[n:40]3)[cH:20]2)[CH2:10][CH2:11][CH2:12]1. Reactants: BrCCCCCCCCCCS(=O)(=O)Cl (1-bromo-10-decanesulfonyl chloride), C(CCC)NC (n-butylmethylamine), O (water). Run at time 5 hour. Reported procedure: 9.63 mmol of n-butylmethylamine is dissolved in 6 ml of absolute CH2Cl2. In a moisture-free environment, 1.85 mmol of 1-bromo-10-decanesulfonyl chloride is now slowly added in drops to 2.5 ml of CH2Cl2 while being cooled with ice. Then, it is stirred for another five hours at room temperature. The mixture is mixed with 10 ml of water, stirred thoroughly for a short time and the organic phase is separated. The aqueous phase is extracted with ether, and the combined organic phases are then washed ... Solvent: C(Cl)Cl (CH2Cl2), C(Cl)Cl (CH2Cl2). The product is BrCCCCCCCCCCS(N(C)CCCC)(=O)=O (1-Bromo-10-(n-butyl-methylsulfamoyl)-decane). As a reaction SMILES: [CH2:1]([NH:5][CH3:6])[CH2:2][CH2:3][CH3:4].[Br:7][CH2:8][CH2:9][CH2:10][CH2:11][CH2:12][CH2:13][CH2:14][CH2:15][CH2:16][CH2:17][S:18](Cl)(=[O:20])=[O:19].O>C(Cl)Cl>[Br:7][CH2:8][CH2:9][CH2:10][CH2:11][CH2:12][CH2:13][CH2:14][CH2:15][CH2:16][CH2:17][S:18](=[O:20])(=[O:19])[N:5]([CH2:1][CH2:2][CH2:3][CH3:4])[CH3:6].